Dataset: the Open Reaction Database (ORD), a public repository of structured organic reaction records. Task: describe an organic reaction: reactants, conditions, products, and yield Starting materials: C(C)(=O)NCCC(=O)NNC(=S)[S-].[K+] (Potassium 3-(N-acetyl-β-alanyl)dithiocarbazate), S(O)(O)(=O)=O (sulfuric acid), [OH-].[Na+] (sodium hydroxide). The solvent is ice water. Run at time 30 minute. The product is C(C)(=O)NCCC1=NN=C(S1)S (5-(2-acetamidoethyl)-1,3,4-thiadiazole-2-thiol). Isolated yield 78.8%. RXN SMILES: [C:1]([NH:4][CH2:5][CH2:6][C:7]([NH:9][NH:10][C:11]([S-:13])=[S:12])=O)(=[O:3])[CH3:2].[K+].S(=O)(=O)(O)O.[OH-].[Na+]>>[C:1]([NH:4][CH2:5][CH2:6][C:7]1[S:12][C:11]([SH:13])=[N:10][N:9]=1)(=[O:3])[CH3:2] |f:0.1,3.4|. Reported procedure: Potassium 3-(N-acetyl-β-alanyl)dithiocarbazate (8.15 g) was added bit by bit to concd. sulfuric acid (50 ml) at 5° to 10° C. The mixture was stirred for 30 minutes at the same temperature. The reaction mixture was poured into ice-water (c.a. 300 ml) and adjusted to pH around 6 with 20% sodium hydroxide, and then extracted seven times with ethyl acetate (each 300 ml). The extract was dried and the solvent was distilled off under reduced pressure to give 5-(2-acetamidoethyl)-1,3,4-thiadiazole-2-th... Starting materials: O=Cc1cccc(Cl)c1, FC(F)(F)c1nnc2ccc(N3CCNCC3)nn12. The product is FC(F)(F)c1nnc2ccc(N3CCN(Cc4cccc(Cl)c4)CC3)nn12. Reaction SMILES: [Cl:20][c:21]1[cH:22][c:23]([CH:24]=[O:25])[cH:26][cH:27][cH:28]1.[N:1]1([c:7]2[cH:8][cH:9][c:10]3[n:11]([n:12]2)[c:13]([C:16]([F:17])([F:18])[F:19])[n:14][n:15]3)[CH2:2][CH2:3][NH:4][CH2:5][CH2:6]1>>[N:1]1([c:7]2[cH:8][cH:9][c:10]3[n:11]([n:12]2)[c:13]([C:16]([F:17])([F:18])[F:19])[n:14][n:15]3)[CH2:2][CH2:3][N:4]([CH2:24][c:23]2[cH:22][c:21]([Cl:20])[cH:28][cH:27][cH:26]2)[CH2:5][CH2:6]1. Product: [Si](C1=CC=CC=C1)(C1=CC=CC=C1)(C(C)(C)C)O[C@@H]([C@@H](C1=CC(=C(C(=C1)F)F)F)NCCO)C (2-[(1R,2R)-2-tert-butyldiphenylsilanyloxy-1-(3,4,5-trifluorophenyl)propylamino]ethanol). The solvent is C1CCOC1 (THF). The reactants are [BH4-].[Li+] (Lithium borohydride), [Si](C1=CC=CC=C1)(C1=CC=CC=C1)(C(C)(C)C)O[C@@H]([C@@H](C1=CC(=C(C(=C1)F)F)F)NCC(=O)OCC)C (ethyl [(1R,2R)-2-tert-butyldiphenylsilanyloxy-1-(3,4,5-trifluorophenyl)propylamino]acetate), S(=O)(=O)([O-])[O-].[Na+].[Na+] (sodium sulfate). Run at time 1 day. Procedure: Lithium borohydride (20 mg) was added to a solution of ethyl [(1R,2R)-2-tert-butyldiphenylsilanyloxy-1-(3,4,5-trifluorophenyl)propylamino]acetate (158 mg) in THF (3 ml) in a nitrogen atmosphere, and the reaction solution was stirred at room temperature for one day. A saturated sodium sulfate solution was added to the reaction solution, and then the precipitated insoluble matter was removed by filtration through celite. Methanol was added to the filtrate, and then the solvent was evaporated under... Yield: 70.8%. As a reaction SMILES: [BH4-].[Li+].[Si:3]([O:20][C@H:21]([CH3:39])[C@H:22]([NH:32][CH2:33][C:34](OCC)=[O:35])[C:23]1[CH:28]=[C:27]([F:29])[C:26]([F:30])=[C:25]([F:31])[CH:24]=1)([C:16]([CH3:19])([CH3:18])[CH3:17])([C:10]1[CH:15]=[CH:14][CH:13]=[CH:12][CH:11]=1)[C:4]1[CH:9]=[CH:8][CH:7]=[CH:6][CH:5]=1.S([O-])([O-])(=O)=O.[Na+].[Na+]>C1COCC1>[Si:3]([O:20][C@H:21]([CH3:39])[C@H:22]([NH:32][CH2:33][CH2:34][OH:35])[C:23]1[CH:28]=[C:27]([F:29])[C:26]([F:30])=[C:25]([F:31])[CH:24]=1)([C:16]([CH3:18])([CH3:19])[CH3:17])([C:4]1[CH:9]=[CH:8][CH:7]=[CH:6][CH:5]=1)[C:10]1[CH:15]=[CH:14][CH:13]=[CH:12][CH:11]=1 |f:0.1,3.4.5|. Starting materials: CC(C)(C)NC(=O)C1=NC=CC=C1C (N-(1,1-dimethylethyl)-3-methyl-2-pyridine carboxamide), FC=1C=C(CBr)C=CC1 (3-fluoro-benzyl bromide), [Br-].[Na+] (Sodium bromide), C(CCC)[Li] (n-butyllithium), C(CCC)[Li] (n-butyllithium). The solvent is O1CCCC1 (Tetrahydrofuran), O1CCCC1 (tetrahydrofuran), O (water). Conditions: temperature -40 celsius, time 30 minute. The product is FC=1C=C(C=CC1)CCC=1C(=NC=CC1)C(=O)NC(C)(C)C (3-[2-(3-fluorophenyl)ethyl]-N-(1,1-dimethylethyl)-2-pyridine carboxamide). As a reaction SMILES: [CH3:1][C:2]([NH:5][C:6]([C:8]1[C:13]([CH3:14])=[CH:12][CH:11]=[CH:10][N:9]=1)=[O:7])([CH3:4])[CH3:3].C([Li])CCC.[Br-].[Na+].[F:22][C:23]1[CH:24]=[C:25]([CH:28]=[CH:29][CH:30]=1)[CH2:26]Br>O1CCCC1.O>[F:22][C:23]1[CH:24]=[C:25]([CH2:26][CH2:14][C:13]2[C:8]([C:6]([NH:5][C:2]([CH3:1])([CH3:3])[CH3:4])=[O:7])=[N:9][CH:10]=[CH:11][CH:12]=2)[CH:28]=[CH:29][CH:30]=1 |f:2.3|. Procedure details: Tetrahydrofuran (125 mL) and N-(1,1-dimethylethyl)-3-methyl-2-pyridine carboxamide (1 equivalent) are charged and cooled to -40° C. under nitrogen. Two equivalents of n-butyllithium are then added over 40 minutes. When half the n-butyllithium is added the mixture turns purple. Sodium bromide (1.3 g) is added and then 3-fluoro-benzyl bromide (1.05 equivalents) is added dropwise (1:1 solution in tetrahydrofuran) over 40-50 minutes while the temperature is maintained at -40° C. After 30 minutes at ... Starting materials: NaBH(OAC)3, C(=O)(O)[O-].[Na+] (NaHCO3), COC(CC(COC)=O)=O (4-Methoxy-3-oxo-butyric acid methyl ester), C=1(C(=CC=CC1)N)N (Benzene-1,2-diamine), CC(=O)O (HOAc). Solvent: O (water), C(Cl)Cl (DCM). Conditions: time 6 hour. Product: COC(CC(COC)NC1=C(C=CC=C1)N)=O (3-(2-Amino-phenylamino)-4-methoxy-butyric acid methyl ester). Yield: 26.9%. RXN SMILES: [CH3:1][O:2][C:3](=[O:10])[CH2:4][C:5](=O)[CH2:6][O:7][CH3:8].[C:11]1([NH2:18])[C:12]([NH2:17])=[CH:13][CH:14]=[CH:15][CH:16]=1.CC(O)=O.C([O-])(O)=O.[Na+]>C(Cl)Cl.O>[CH3:1][O:2][C:3](=[O:10])[CH2:4][CH:5]([NH:17][C:12]1[CH:13]=[CH:14][CH:15]=[CH:16][C:11]=1[NH2:18])[CH2:6][O:7][CH3:8] |f:3.4|. Procedure details: 4-Methoxy-3-oxo-butyric acid methyl ester (0.67 mL, 5.0 mmol) and Benzene-1,2-diamine (560 mg, 5.5 mmol) are dissolved in DCM (20 mL) and HOAc (0.63 mL, 11 mmol) is added into it. The mixture is stirred for 6 hrs and then NaBH(OAC)3 (3.7 g, 17 mmol) is added and the mixture is stirred for another 60 hr. Then 50 mL of sat. NaHCO3 along with 50 mL of water are added and the mixture is extracted with EtOAc (3×100 mL). The organic layers are combined, dried and concentrated to give crude product. Pu... Starting materials: O=C(Cl)OCc1ccccc1, C1COCCO1, Cl, NC(CO)Cc1ccccc1, [Na+], [Na+], O=C([O-])[O-], O. The product is O=C(NC(CO)Cc1ccccc1)OCc1ccccc1. RXN SMILES: [CH2:18]([c:19]1[cH:20][cH:21][cH:22][cH:23][cH:24]1)[O:25][C:26](=[O:27])[Cl:28].[CH2:30]1[O:31][CH2:32][CH2:33][O:34][CH2:35]1.[ClH:29].[NH2:1][CH:2]([CH2:3][c:4]1[cH:5][cH:6][cH:7][cH:8][cH:9]1)[CH2:10][OH:11].[Na+:12].[Na+:13].[O-:14][C:15](=[O:16])[O-:17].[OH2:36]>>[NH:1]([CH:2]([CH2:3][c:4]1[cH:5][cH:6][cH:7][cH:8][cH:9]1)[CH2:10][OH:11])[C:26]([O:25][CH2:18][c:19]1[cH:20][cH:21][cH:22][cH:23][cH:24]1)=[O:27]. Starting materials: C(C1=CC=CC=C1)OC1=C2CCCC(C2=CC=C1)C(=O)N(CC=1C=NNC1)C=1C=NC(=CC1)C(C)C (5-benzyloxy-N-(6-isopropylpyridin-3-yl)-N-[(pyrazol-4-yl)methyl]-1,2,3,4-tetrahydronaphthalene-1-carboxamide), ClCC=1SC=CC1 (2-(chloromethyl)thiophene). Product: C(C1=CC=CC=C1)OC1=C2CCCC(C2=CC=C1)C(=O)N(CC=1C=NN(C1)CC=1SC=CC1)C=1C=NC(=CC1)C(C)C (5-benzyloxy-N-(6-isopropylpyridin-3-yl)-N-{[1-(2-thienylmethyl)pyrazol-4-yl]methyl}-1,2,3,4-tetrahydronaphthalene-1-carboxamide). The yield is 87.4%. Reaction SMILES: [CH2:1]([O:8][C:9]1[CH:18]=[CH:17][CH:16]=[C:15]2[C:10]=1[CH2:11][CH2:12][CH2:13][CH:14]2[C:19]([N:21]([C:28]1[CH:29]=[N:30][C:31]([CH:34]([CH3:36])[CH3:35])=[CH:32][CH:33]=1)[CH2:22][C:23]1[CH:24]=[N:25][NH:26][CH:27]=1)=[O:20])[C:2]1[CH:7]=[CH:6][CH:5]=[CH:4][CH:3]=1.Cl[CH2:38][C:39]1[S:40][CH:41]=[CH:42][CH:43]=1>>[CH2:1]([O:8][C:9]1[CH:18]=[CH:17][CH:16]=[C:15]2[C:10]=1[CH2:11][CH2:12][CH2:13][CH:14]2[C:19]([N:21]([C:28]1[CH:29]=[N:30][C:31]([CH:34]([CH3:36])[CH3:35])=[CH:32][CH:33]=1)[CH2:22][C:23]1[CH:24]=[N:25][N:26]([CH2:38][C:39]2[S:40][CH:41]=[CH:42][CH:43]=2)[CH:27]=1)=[O:20])[C:2]1[CH:7]=[CH:6][CH:5]=[CH:4][CH:3]=1. Procedure details: By the reaction and treatment in the same manner as in Example 83 using 5-benzyloxy-N-(6-isopropylpyridin-3-yl)-N-[(pyrazol-4-yl)methyl]-1,2,3,4-tetrahydronaphthalene-1-carboxamide (0.96 g) and 2-(chloromethyl)thiophene (0.25 g) as a starting material, 5-benzyloxy-N-(6-isopropylpyridin-3-yl)-N-{[1-(2-thienylmethyl)pyrazol-4-yl]methyl}-1,2,3,4-tetrahydronaphthalene-1-carboxamide (0.95 g) was obtained. By the reaction and treatment of this compound in the same manner as in Example 133, 5-hydroxy-N...